Dataset: the Open Reaction Database (ORD), a public repository of structured organic reaction records. Task: describe an organic reaction: reactants, conditions, products, and yield Starting materials: BrC(C(CCSC1=NC=NC(=C1)OCC(F)(F)F)F)(F)F (4-[(4-bromo-3,4,4-trifluorobutyl)thio]-6-(2,2,2-trifluoroethoxy)-pyrimidin), 13. The reagents and catalysts are [I-].[Zn+2].[I-] (zinc iodide), [Zn] (zinc), [Zn] (zinc). The solvent is CO (methanol). Reaction conditions: time 6 hour. Yields the product FC(=CCCSC1=NC=NC(=C1)OCC(F)(F)F)F (4-[(4,4-difluoro-3-butenyl)thio]-6-(2,2,2-trifluoroethoxy)-pyrimidine). As a reaction SMILES: Br[C:2]([F:21])([F:20])[CH:3](F)[CH2:4][CH2:5][S:6][C:7]1[CH:12]=[C:11]([O:13][CH2:14][C:15]([F:18])([F:17])[F:16])[N:10]=[CH:9][N:8]=1>CO.[Zn].[I-].[Zn+2].[I-]>[F:21][C:2]([F:20])=[CH:3][CH2:4][CH2:5][S:6][C:7]1[CH:12]=[C:11]([O:13][CH2:14][C:15]([F:16])([F:17])[F:18])[N:10]=[CH:9][N:8]=1 |f:3.4.5|. Reported procedure: The product from step 1 (2.8 g) was treated with zinc powder (1.376 g) in methanol (100 cm3) containing zinc iodide (catalytic amount). The mixture was heated under reflux for 7 hours and glc then indicated that only about 70% conversion had occurred. A further 0.459 g of zinc powder was added and heating continued for 6 hours. The cooled reaction mixture was filtered through a plug of celite, which was washed with more ethanol. The combined organic solutions were evaporated under reduced pressu... Starting materials: NC=1C=C(C=CC1C)C1=NOC(=N1)C1CN(C1)C(=O)OC (methyl 3-(3-(3-amino-4-methylphenyl)-1,2,4-oxadiazol-5-yl)azetidine-1-carboxylate), acid chloride, C(#N)CCC=1C=CC=2N(C1)C(=CN2)C(=O)O (6-(2-cyanoethyl)imidazo[1,2-a]pyridine-3-carboxylic acid), C(C(=O)Cl)(=O)Cl (oxalyl chloride), CN(C=O)C (N,N-dimethylformamide). Run in N1=CC=CC=C1 (pyridine), ClCCl (dichloromethane). Run at temperature 0 celsius, time 1 hour. Product: C(#N)CCC=1C=CC=2N(C1)C(=CN2)C(=O)NC=2C=C(C=CC2C)C2=NOC(=N2)C2CN(C2)C(=O)OC (methyl 3-(3-(3-(6-(2-cyanoethyl)imidazo[1,2-a]pyridine-3-carboxamido)-4-methylphenyl)-1,2,4-oxadiazol-5-yl)azetidine-1-carboxylate). Reaction SMILES: [C:1]([CH2:3][CH2:4][C:5]1[CH:6]=[CH:7][C:8]2[N:9]([C:11]([C:14]([OH:16])=O)=[CH:12][N:13]=2)[CH:10]=1)#[N:2].C(Cl)(=O)C(Cl)=O.CN(C)C=O.[NH2:28][C:29]1[CH:30]=[C:31]([C:36]2[N:40]=[C:39]([CH:41]3[CH2:44][N:43]([C:45]([O:47][CH3:48])=[O:46])[CH2:42]3)[O:38][N:37]=2)[CH:32]=[CH:33][C:34]=1[CH3:35]>ClCCl.N1C=CC=CC=1>[C:1]([CH2:3][CH2:4][C:5]1[CH:6]=[CH:7][C:8]2[N:9]([C:11]([C:14]([NH:28][C:29]3[CH:30]=[C:31]([C:36]4[N:40]=[C:39]([CH:41]5[CH2:44][N:43]([C:45]([O:47][CH3:48])=[O:46])[CH2:42]5)[O:38][N:37]=4)[CH:32]=[CH:33][C:34]=3[CH3:35])=[O:16])=[CH:12][N:13]=2)[CH:10]=1)#[N:2]. Procedure details: To a stirring suspension of 6-(2-cyanoethyl)imidazo[1,2-a]pyridine-3-carboxylic acid (75) (50 mg, 0.232 mmol) in anhydrous dichloromethane (2 mL) at 0° C. under Argon was added dropwise oxalyl chloride (22 uL, 0.256 mmol). Then, a drop of anhydrous N,N-dimethylformamide was added and the reaction mixture was stirred at 0° C. for 1 hour. The solvent was concentrated and the crude solid was dried under vacuo. Methyl 3-(3-(3-amino-4-methylphenyl)-1,2,4-oxadiazol-5-yl)azetidine-1-carboxylate (31) (3... Starting materials: ClCCl, ClP(Cl)(Cl)(Cl)Cl, O=S(=O)([O-])c1ccc(OCc2ccc(F)cc2)cc1, [Na+]. Product: O=S(=O)(Cl)c1ccc(OCc2ccc(F)cc2)cc1. As a reaction SMILES: [CH2:27]([Cl:28])[Cl:29].[Cl:21][P:22]([Cl:23])([Cl:24])([Cl:25])[Cl:26].[F:1][c:2]1[cH:3][cH:4][c:5]([CH2:6][O:7][c:8]2[cH:9][cH:10][c:11]([S:14](=[O:15])(=[O:16])[O-:17])[cH:12][cH:13]2)[cH:18][cH:19]1.[Na+:20]>>[F:1][c:2]1[cH:3][cH:4][c:5]([CH2:6][O:7][c:8]2[cH:9][cH:10][c:11]([S:14](=[O:15])(=[O:16])[Cl:21])[cH:12][cH:13]2)[cH:18][cH:19]1. Solvent: ClCCl (dichloromethane). As a reaction SMILES: [CH3:1][C:2]1[CH:3]=[C:4]([CH:7]=[C:8]([CH3:12])[C:9]=1[O:10]C)[CH2:5][Cl:6].B(Br)(Br)Br.C(=O)(O)[O-].[Na+]>ClCCl>[CH3:12][C:8]1[CH:7]=[C:4]([CH:3]=[C:2]([CH3:1])[C:9]=1[OH:10])[CH2:5][Cl:6] |f:2.3|. Yields the product CC=1C=C(CCl)C=C(C1O)C (3,5-Dimethyl-4-hydroxybenzyl chloride). The reactants are CC=1C=C(CCl)C=C(C1OC)C (3,5-Dimethyl-4-methoxybenzyl chloride), B(Br)(Br)Br (boron tribromide), C([O-])(O)=O.[Na+] (sodium bicarbonate). Procedure details: 3,5-Dimethyl-4-methoxybenzyl chloride (I, PREPARATION 4, 1.8 g) is added to a solution of boron tribromide (1.5 m) in dichloromethane (70 ml) at 78°. The solution is allowed gradually to warm to 20°-25° overnight. The reaction is poured into an aqueous sodium bicarbonate solution, and the phases are separated. The dichloromethane phase is washed once with water and then with concentrated hydrochloric acid. The dried (sodium sulfate) organic phase is concentrated under reduced pressure to give th... The reactants are C(C1=CC=CC=C1)OC=1C(=CC(=C(C(=O)O)C1)C1=NOC(=N1)C)OC (5-Benzyloxy-4-methoxy-2-(5-methyl-[1,2,4]oxadiazol-3-yl)benzoic acid), S(=O)(Cl)Cl (thionyl chloride). The reagents and catalysts are CN(C=O)C (N,N-dimethylformamide). Solvent: C1(=CC=CC=C1)C (toluene). Conditions: temperature 80 celsius, time 30 minute. The product is C(C1=CC=CC=C1)OC=1C(=CC(=C(C(=O)Cl)C1)C1=NOC(=N1)C)OC (5-benzyloxy-4-methoxy-2-(5-methyl-[1,2,4]oxadiazol-3-yl)benzoyl chloride). As a reaction SMILES: [CH2:1]([O:8][C:9]1[C:10]([O:24][CH3:25])=[CH:11][C:12]([C:18]2[N:22]=[C:21]([CH3:23])[O:20][N:19]=2)=[C:13]([CH:17]=1)[C:14](O)=[O:15])[C:2]1[CH:7]=[CH:6][CH:5]=[CH:4][CH:3]=1.S(Cl)([Cl:28])=O>CN(C)C=O.C1(C)C=CC=CC=1>[CH2:1]([O:8][C:9]1[C:10]([O:24][CH3:25])=[CH:11][C:12]([C:18]2[N:22]=[C:21]([CH3:23])[O:20][N:19]=2)=[C:13]([CH:17]=1)[C:14]([Cl:28])=[O:15])[C:2]1[CH:7]=[CH:6][CH:5]=[CH:4][CH:3]=1. Procedure: A mixture of 5-benzyloxy-4-methoxy-2-(5-methyl-[1,2,4]oxadiazol-3-yl)benzoic acid (reference example 5-1) (817 mg), thionyl chloride (0.53 mL), N,N-dimethylformamide (1 drop) and toluene (10 mL) was stirred at 80° C. for 30 minutes. The mixture was concentrated under reduced pressure. Toluene was added to the residue, and the mixture was concentrated under reduced pressure to give 5-benzyloxy-4-methoxy-2-(5-methyl-[1,2,4]oxadiazol-3-yl)benzoyl chloride. Starting materials: C(=O)(OC(C)(C)C)N1C(OC[C@H]1C#C)(C)C ((R)-N-Boc-2,2-dimethyl-4-ethynyl-oxazolidine), O (H2O), FC=1C(=C2/C(/C(NC2=CC1)=O)=C/C=1NC=CC1OC)I ((Z)-1,3-dihydro-5-fluoro-4-iodo-3-[(3-methoxy-1H-pyrrol-2-yl)methylene]-2H-indol-2-one), FC=1C(=C2/C(/C(NC2=CC1)=O)=C/C=1NC=CC1OC)I ((Z)-1,3-dihydro-5-fluoro-4-iodo-3-[(3-methoxy-1H-pyrrol-2-yl)methylene]-2H-indol-2-one). Reagents/catalysts: C=1C=CC(=CC1)[P](C=2C=CC=CC2)(C=3C=CC=CC3)[Pd]([P](C=4C=CC=CC4)(C=5C=CC=CC5)C=6C=CC=CC6)([P](C=7C=CC=CC7)(C=8C=CC=CC8)C=9C=CC=CC9)[P](C=1C=CC=CC1)(C=1C=CC=CC1)C=1C=CC=CC1 ((Ph3P)4Pd). Solvent: CN(C)C=O (DMF), CCN(CC)CC (Et3N), CCOC(=O)C (EtOAc), CCOC(=O)C (EtOAc), FC(C(=O)O)(F)F (trifluoroacetic acid), C(Cl)Cl (CH2Cl2). Run at time 2 hour. Product: N[C@H](C#CC1=C2/C(/C(NC2=CC=C1F)=O)=C/C=1NC=CC1OC)CO ((R)-(Z)-4-(3-Amino-4-hydroxy-1-butynyl)-1,3-dihydro-5-fluoro-3-[(3-methoxy-1H-pyrrol-2-yl)methylene]-2H-indol-2-one). RXN SMILES: C([N:8]1[C@H:12]([C:13]#[CH:14])[CH2:11][O:10]C1(C)C)(OC(C)(C)C)=O.[F:17][C:18]1[C:19](I)=[C:20]2[C:24](=[CH:25][CH:26]=1)[NH:23][C:22](=[O:27])/[C:21]/2=[CH:28]\[C:29]1[NH:30][CH:31]=[CH:32][C:33]=1[O:34][CH3:35].O>CN(C=O)C.CCN(CC)CC.CCOC(C)=O.FC(F)(F)C(O)=O.C(Cl)Cl.C1C=CC([P]([Pd]([P](C2C=CC=CC=2)(C2C=CC=CC=2)C2C=CC=CC=2)([P](C2C=CC=CC=2)(C2C=CC=CC=2)C2C=CC=CC=2)[P](C2C=CC=CC=2)(C2C=CC=CC=2)C2C=CC=CC=2)(C2C=CC=CC=2)C2C=CC=CC=2)=CC=1>[NH2:8][C@@H:12]([CH2:11][OH:10])[C:13]#[C:14][C:19]1[C:18]([F:17])=[CH:26][CH:25]=[C:24]2[C:20]=1/[C:21](=[CH:28]/[C:29]1[NH:30][CH:31]=[CH:32][C:33]=1[O:34][CH3:35])/[C:22](=[O:27])[NH:23]2 |^1:69,71,90,109|. Reported procedure: Using Method C above, (R)-N-Boc-2,2-dimethyl-4-ethynyl-oxazolidine (141 mg, 0.62 mmol) (Example 91A above) was coupled with (Z)-1,3-dihydro-5-fluoro-4-iodo-3-[(3-methoxy-1H-pyrrol-2-yl)methylene]-2H-indol-2-one (80 mg, 0.21 mmol) (Starting Material 6) using (Ph3P)4Pd (24 mg, 0.02 mmol) and a catalytic amount of Cul in a mixture of DMF (4 mL) and Et3N (4 mL) as solvent at 80° C. for 8.5 hrs. Upon completion, the reaction mixture was diluted with EtOAc and extracted with H2O. The organic layer was...